Dataset: the Open Reaction Database (ORD), a public repository of structured organic reaction records. Task: describe an organic reaction: reactants, conditions, products, and yield Starting materials: C(#N)C=1C=CC(=NC1)C1=CC=C(N=N1)N(C(OC(C)(C)C)=O)CC(C)(C)C1=CC=C(C=C1)F (tert-butyl 6-(5-cyanopyridin-2-yl)pyridazin-3-yl(2-(4-fluorophenyl)-2-methylpropyl)carbamate), OO (hydrogen peroxide), C([O-])([O-])=O.[K+].[K+] (potassium carbonate), Cl.O1CCOCC1 (HCl dioxane). Solvent: O (water), C(C)(=O)OCC (ethyl acetate). Conditions: time 30 minute. Yields the product FC1=CC=C(C=C1)C(CNC1=CC=C(N=N1)C1=NC=C(C(=O)N)C=C1)(C)C (6-(6-(2-(4-fluorophenyl)-2-methylpropylamino)pyridazin-3-yl)nicotinamide). Reaction SMILES: [C:1]([C:3]1[CH:4]=[CH:5][C:6]([C:9]2[N:14]=[N:13][C:12]([N:15]([CH2:23][C:24]([C:27]3[CH:32]=[CH:31][C:30]([F:33])=[CH:29][CH:28]=3)([CH3:26])[CH3:25])C(=O)OC(C)(C)C)=[CH:11][CH:10]=2)=[N:7][CH:8]=1)#[N:2].OO.C(=O)([O-])[O-:37].[K+].[K+].Cl.O1CCOCC1>O.C(OCC)(=O)C>[F:33][C:30]1[CH:29]=[CH:28][C:27]([C:24]([CH3:25])([CH3:26])[CH2:23][NH:15][C:12]2[N:13]=[N:14][C:9]([C:6]3[CH:5]=[CH:4][C:3]([C:1]([NH2:2])=[O:37])=[CH:8][N:7]=3)=[CH:10][CH:11]=2)=[CH:32][CH:31]=1 |f:2.3.4,5.6|. Procedure details: To a 20 dram vial was added crude tert-butyl 6-(5-cyanopyridin-2-yl)pyridazin-3-yl(2-(4-fluorophenyl)-2-methylpropyl)carbamate, hydrogen peroxide (2 mL), and potassium carbonate (150 mg). The reaction was stirred for 30 min and then diluted with water (20 mL) and ethyl acetate (50 mL). After transferring to a separatory funnel and shaking, the organic layer was separated from the aqueous layer and then washed with brine (20 mL). The organic layer was then dried over Na2SO4, filtered, and concent... The reactants are solution, Cl (hydrochloric acid), NCC1=NOC(=N1)[C@@H]1CSCC2=C(C(OCCCCC(N1)=O)=O)C(=C(C=C2O[Si](C(C(C)C)(C)C)(C)C)OC)C ((R)-4-(3-Aminomethyl-1,2,4-oxadiazol-5-yl) -16-[dimethyl-(1,1,2-trimethyl-propyl)-silanyloxy]-14-methoxy-13-methyl-1,3,4,5,6,7,8,9,10,12-decahydro-11,2,5-benzoxathiaazacyclotetradecin-6,12-dione), [F-].[NH4+] (ammonium fluoride). The solvent is C(C)OCC (diethyl ether), CO (methanol), C(C)(=O)OCC (ethyl acetate). Product: Cl.NCC1=NOC(=N1)[C@@H]1CSCC2=C(C(OCCCCC(N1)=O)=O)C(=C(C=C2O)OC)C ((R)-4-(3-aminomethyl-1,2,4 -oxadiazol-5-yl)-16-hydroxy-14-methoxy-13-methyl-1,3,4,5,6,7,8,9,10,12-decahydro-11,2,5-benzoxathiaazacyclotetradecin-6,12-dione hydrochloride). RXN SMILES: [NH2:1][CH2:2][C:3]1[N:7]=[C:6]([C@H:8]2[NH:21][C:20](=[O:22])[CH2:19][CH2:18][CH2:17][CH2:16][O:15][C:14](=[O:23])[C:13]3[C:24]([CH3:40])=[C:25]([O:38][CH3:39])[CH:26]=[C:27]([O:28][Si](C)(C)C(C)(C)C(C)C)[C:12]=3[CH2:11][S:10][CH2:9]2)[O:5][N:4]=1.[F-].[NH4+].[ClH:43]>CO.C(OCC)(=O)C.C(OCC)C>[ClH:43].[NH2:1][CH2:2][C:3]1[N:7]=[C:6]([C@H:8]2[NH:21][C:20](=[O:22])[CH2:19][CH2:18][CH2:17][CH2:16][O:15][C:14](=[O:23])[C:13]3[C:24]([CH3:40])=[C:25]([O:38][CH3:39])[CH:26]=[C:27]([OH:28])[C:12]=3[CH2:11][S:10][CH2:9]2)[O:5][N:4]=1 |f:1.2,7.8|. Procedure: (R)-4-(3-Aminomethyl-1,2,4-oxadiazol-5-yl) -16-[dimethyl-(1,1,2-trimethyl-propyl)-silanyloxy]-14-methoxy-13-methyl-1,3,4,5,6,7,8,9,10,12-decahydro-11,2,5-benzoxathiaazacyclotetradecin-6,12-dione was treated with ammonium fluoride in methanol in an analogous manner to the procedure described in Example 1. The resulting product was dissolved in ethyl acetate. Upon addition of a 3N solution of hydrochloric acid in diethyl ether, a precipitate formed which was isolated to yield (R)-4-(3-aminomethyl-... The reactants are O=C([O-])[O-], ClCCl, Cl, [K+], [K+], O, O=S(Cl)Cl, O=C(O)CC(c1ccccc1)(c1ccccc1)c1ccccc1, N#CC1(c2ccccc2)CCNCC1, c1ccccc1. Product: N#CC1(c2ccccc2)CCN(C(=O)CC(c2ccccc2)(c2ccccc2)c2ccccc2)CC1. RXN SMILES: [C:43](=[O:44])([O-:45])[O-:46].[CH2:50]([Cl:51])[Cl:52].[ClH:28].[K+:47].[K+:48].[OH2:49].[S:24]([Cl:25])([Cl:26])=[O:27].[c:1]1([C:7]([CH2:8][C:9](=[O:10])[OH:11])([c:12]2[cH:13][cH:14][cH:15][cH:16][cH:17]2)[c:18]2[cH:19][cH:20][cH:21][cH:22][cH:23]2)[cH:2][cH:3][cH:4][cH:5][cH:6]1.[c:29]1([C:35]2([C:41]#[N:42])[CH2:36][CH2:37][NH:38][CH2:39][CH2:40]2)[cH:30][cH:31][cH:32][cH:33][cH:34]1.[cH:53]1[cH:54][cH:55][cH:56][cH:57][cH:58]1>>[c:1]1([C:7]([CH2:8][C:9](=[O:11])[N:38]2[CH2:37][CH2:36][C:35]([c:29]3[cH:30][cH:31][cH:32][cH:33][cH:34]3)([C:41]#[N:42])[CH2:40][CH2:39]2)([c:12]2[cH:13][cH:14][cH:15][cH:16][cH:17]2)[c:18]2[cH:19][cH:20][cH:21][cH:22][cH:23]2)[cH:2][cH:3][cH:4][cH:5][cH:6]1. Reactants: O=C1C(CCC1)C(=O)OCC1=CC=CC=C1 (benzyl 2-oxocyclopentanecarboxylate), [Cl-].[NH4+] (ammonium chloride), BrCCCCBr (1,4-Dibromobutane), [H-].[Na+] (sodium hydride). Run in C1CCOC1 (THF), CCOCC (ether), C1CCOC1 (THF), CN(C)P(=O)(N(C)C)N(C)C (HMPA). The product is BrCCCCC1(C(CCC1)=O)C(=O)OCC1=CC=CC=C1 (Benzyl 1-(4-bromobutyl)-2-oxo-cyclopentanecarboxylate). As a reaction SMILES: [H-].[Na+].[O:3]=[C:4]1[CH2:8][CH2:7][CH2:6][CH:5]1[C:9]([O:11][CH2:12][C:13]1[CH:18]=[CH:17][CH:16]=[CH:15][CH:14]=1)=[O:10].[Br:19][CH2:20][CH2:21][CH2:22][CH2:23]Br.[Cl-].[NH4+]>C1COCC1.CCOCC.CN(P(N(C)C)(N(C)C)=O)C>[Br:19][CH2:20][CH2:21][CH2:22][CH2:23][C:5]1([C:9]([O:11][CH2:12][C:13]2[CH:18]=[CH:17][CH:16]=[CH:15][CH:14]=2)=[O:10])[CH2:6][CH2:7][CH2:8][C:4]1=[O:3] |f:0.1,4.5|. Procedure: In a 500 mL three-necked flask provided with magnetic stirring and a condenser, under an inert nitrogen atmosphere, sodium hydride 95% (2.2 g; 87.1 mmol; 1.25 eq.) is suspended in a mixture of anhydrous THF (115 mL) and HMPA (14.6 mL). A solution of benzyl 2-oxocyclopentanecarboxylate (15.3 g; 70.3 mmol) in 45 mL of anhydrous THF is added dropwise so as to keep the temperature below 45° C. The reaction mixture is stirred for 1 hour at ambient temperature. 1,4-Dibromobutane (12.6 mL; 105.4 mmol; ... The reactants are OC(CN)C1=C(C=CC=C1)F (2-hydroxy-2-(2-fluorophenyl)ethanamine), CC1=CC=C(C=C1)CC(C)=O (4-methylphenylacetone), C1=CC=CC=C1 (benzene). Product: CC1=C(C=CC=C1)CC(C)NCC(C1=C(C=CC=C1)F)O (N[2-(2-Methylphenyl)-1-methylethyl]-2-hydroxy-2-(2-fluorophenyl)ethanamine). RXN SMILES: [OH:1][CH:2]([C:5]1[CH:10]=[CH:9][CH:8]=[CH:7][C:6]=1[F:11])[CH2:3][NH2:4].C[C:13]1[CH:18]=[CH:17][C:16]([CH2:19][C:20](=O)[CH3:21])=[CH:15][CH:14]=1.[CH:23]1C=CC=CC=1>>[CH3:23][C:15]1[CH:14]=[CH:13][CH:18]=[CH:17][C:16]=1[CH2:19][CH:20]([NH:4][CH2:3][CH:2]([OH:1])[C:5]1[CH:10]=[CH:9][CH:8]=[CH:7][C:6]=1[F:11])[CH3:21]. Procedure: A mixture of 2-hydroxy-2-(2-fluorophenyl)ethanamine (1.54 g) and 4-methylphenylacetone (1.48 g) was refluxed in benzene (70 ml) under Dean & Stark conditions for 4h. The solvent was removed under reduced pressure, replaced with methanol and sodium borohydride (3 g) added portionwise. The solvent was evaporated under reduced pressure, the residue partitioned between water and ether and the ether layer dried (MgSO4). Removal of the solvent under reduced pressure gave an oil which was chromatograph...